This data is from the Open Reaction Database (ORD), a public repository of structured organic reaction records. The task is: describe an organic reaction: reactants, conditions, products, and yield Reactants: C1CCOC1, COc1ccc([N+](=O)[O-])c(CCO)c1, O=C(Cl)Cl. Yields the product COc1ccc([N+](=O)[O-])c(CCOC(=O)Cl)c1. RXN SMILES: [CH2:19]1[O:20][CH2:21][CH2:22][CH2:23]1.[CH3:5][O:6][c:7]1[cH:8][cH:9][c:10]([N+:16](=[O:17])[O-:18])[c:11]([CH2:13][CH2:14][OH:15])[cH:12]1.[Cl:1][C:2]([Cl:3])=[O:4]>>[C:2]([Cl:3])(=[O:4])[O:15][CH2:14][CH2:13][c:11]1[c:10]([N+:16](=[O:17])[O-:18])[cH:9][cH:8][c:7]([O:6][CH3:5])[cH:12]1. Reactants: ClC=1C=C2C(=CC1)NC(C21CN(CC1)C(=O)OC(C)(C)C)=O (tert-butyl 5-chloro-2-oxospiro[indoline-3,3′-pyrrolidine]-1′-carboxylate), [BH4-].[Na+] (NaBH4), II (I2). Run in C1CCOC1 (THF). Run at temperature 0 celsius. The product is ClC=1C=C2C(=CC1)NCC21CN(CC1)C(=O)OC(C)(C)C (tert-butyl 5-chlorospiro[indoline-3,3′-pyrrolidine]-1′-carboxylate). Isolated yield 101.7%. Reaction SMILES: [Cl:1][C:2]1[CH:3]=[C:4]2[C:10]3([CH2:14][CH2:13][N:12]([C:15]([O:17][C:18]([CH3:21])([CH3:20])[CH3:19])=[O:16])[CH2:11]3)[C:9](=O)[NH:8][C:5]2=[CH:6][CH:7]=1.[BH4-].[Na+].II>C1COCC1>[Cl:1][C:2]1[CH:3]=[C:4]2[C:10]3([CH2:14][CH2:13][N:12]([C:15]([O:17][C:18]([CH3:21])([CH3:20])[CH3:19])=[O:16])[CH2:11]3)[CH2:9][NH:8][C:5]2=[CH:6][CH:7]=1 |f:1.2|. Reported procedure: To a stirred solution of tert-butyl 5-chloro-2-oxospiro[indoline-3,3′-pyrrolidine]-1′-carboxylate (0.530 g, 1.64 mmol) in UV (5 mL) was added NaBH4 (0.311 g, 8.21 mmol). The reaction was cooled to about −20° C. to −10° C. A solution I2 (0.833 g, 3.28 mmol) in THF (3 mL) was added to the mixture dropwise. The reaction was stirred with warming to about room temperature overnight. The reaction was cooled to about 0° C. and quenched by the addition of saturated NH4Cl, and diluted with DCM. The organ... Product: ClC1=C2C(=NC=C1)C=C(S2)C(=O)N2C[C@@H](CC2)OC ((3R)-(7-Chloro-thieno[3,2-b]pyridin-2-yl)-(3-methoxy-pyrrolidin-1-yl)-methanone). The yield is 60.9%. RXN SMILES: [H-].[Na+].[OH:3][C@@H:4]1[CH2:8][CH2:7][N:6]([C:9]([C:11]2[S:19][C:18]3[C:13](=[N:14][CH:15]=[CH:16][C:17]=3[Cl:20])[CH:12]=2)=[O:10])[CH2:5]1.[CH3:21]I.[C-]#N.[K+]>C1COCC1>[Cl:20][C:17]1[CH:16]=[CH:15][N:14]=[C:13]2[CH:12]=[C:11]([C:9]([N:6]3[CH2:7][CH2:8][C@@H:4]([O:3][CH3:21])[CH2:5]3)=[O:10])[S:19][C:18]=12 |f:0.1,4.5|. Solvent: C1CCOC1 (THF). Reactants: [C-]#N.[K+] (KCN), [H-].[Na+] (NaH), O[C@H]1CN(CC1)C(=O)C1=CC2=NC=CC(=C2S1)Cl ((3R)-(3-hydroxy-pyrrolidin-1-yl)-[7-chloro-thieno[3,2-b]pyridin-2-yl]-methanone), CI (MeI). Run at time 20 minute. Reported procedure: NaH (2.1 g, 53.1 mmol) was added to a solution of (3R)-(3-hydroxy-pyrrolidin-1-yl)-[7-chloro-thieno[3,2-b]pyridin-2-yl]-methanone (5.0 g, 17.7 mmol) in THF (100 mL), at 0° C. The reaction mixture was allowed to stir for 20 min., and MeI (3.26 g, 22.9 mmol) was added dropwise. After 3 h the reaction was treated with saturated aqueous KCN. The aqueous layer was extracted with CH2Cl2. The combined organic layers were dried (Na2SO4), and the solvent was removed under reduced pressure. Purification b... Starting materials: [B-]C#N.[Na+] (sodium cyanotrihydroborate), Cl (hydrochloric acid), Cl (hydrochloric acid), NCC(CN)O (1,3-diaminopropan-2-ol), N1=C(C=CC=C1)C=O (2-pyridine aldehyde). As a reaction SMILES: Cl.[NH2:2][CH2:3][CH:4]([OH:7])[CH2:5][NH2:6].[N:8]1[CH:13]=[CH:12][CH:11]=[CH:10][C:9]=1[CH:14]=O.[B-][C:17]#[N:18].[Na+]>CO>[N:8]1[CH:13]=[CH:12][CH:11]=[CH:10][C:9]=1[CH2:14][N:2]([CH2:12][C:11]1[CH:10]=[CH:9][CH:14]=[CH:17][N:18]=1)[CH2:3][CH:4]([OH:7])[CH2:5][NH:6][CH2:14][C:9]1[CH:10]=[CH:11][CH:12]=[CH:13][N:8]=1 |f:3.4|. Reaction conditions: time 3 day. Solvent: CO (methanol). Procedure details: After concentrated hydrochloric acid (60 mL) was added to a solution of 1,3-diaminopropan-2-ol (32.6 g, 362 mmol) in methanol (2400 mL) and further 2-pyridine aldehyde (116.3 g, 1.09 mmol) was added dropwise, sodium cyanotrihydroborate (50.16 g, 798 mmol) was added. After the completion of the addition, reaction was carried out at room temperature for 3 days. After concentrated hydrochloric acid was added to the reaction solution to adjust pH to 6, the solution was concentrated to a proper exten... Product: N1=C(C=CC=C1)CN(CC(CNCC1=NC=CC=C1)O)CC1=NC=CC=C1 (N,N,N′-tri(2-pyridylmethyl)-1,3-diaminopropan-2-ol). Yield: 25746.7%. The reactants are BrC=1C=2N(N=C(C1)Cl)C=CN2 (8-bromo-6-chloroimidazo[1,2-b]pyridazine), O1B(OCCC1)C=1C=NC=CC1 (3-(1,3,2-dioxaborinan-2-yl)pyridine), [O-]P(=O)([O-])[O-].[K+].[K+].[K+] (K3PO4). The reagents and catalysts are C=1C=CC(=CC1)[P](C=2C=CC=CC2)(C=3C=CC=CC3)[Pd]([P](C=4C=CC=CC4)(C=5C=CC=CC5)C=6C=CC=CC6)([P](C=7C=CC=CC7)(C=8C=CC=CC8)C=9C=CC=CC9)[P](C=1C=CC=CC1)(C=1C=CC=CC1)C=1C=CC=CC1 (tetrakis(triphenylphosphine)palladium(0)). The solvent is O1CCOCC1 (dioxane). Conditions: time 5 minute. The product is ClC=1C=C(C=2N(N1)C=CN2)C=2C=NC=CC2 (6-Chloro-8-(pyridin-3-yl)imidazo[1,2-b]pyridazine). RXN SMILES: Br[C:2]1[C:3]2[N:4]([CH:9]=[CH:10][N:11]=2)[N:5]=[C:6]([Cl:8])[CH:7]=1.O1CCCOB1[C:18]1[CH:19]=[N:20][CH:21]=[CH:22][CH:23]=1.[O-]P([O-])([O-])=O.[K+].[K+].[K+]>C1C=CC([P]([Pd]([P](C2C=CC=CC=2)(C2C=CC=CC=2)C2C=CC=CC=2)([P](C2C=CC=CC=2)(C2C=CC=CC=2)C2C=CC=CC=2)[P](C2C=CC=CC=2)(C2C=CC=CC=2)C2C=CC=CC=2)(C2C=CC=CC=2)C2C=CC=CC=2)=CC=1.O1CCOCC1>[Cl:8][C:6]1[CH:7]=[C:2]([C:18]2[CH:19]=[N:20][CH:21]=[CH:22][CH:23]=2)[C:3]2[N:4]([CH:9]=[CH:10][N:11]=2)[N:5]=1 |f:2.3.4.5,^1:35,37,56,75|. Procedure details: A microwave vial was charged with a mixture of 8-bromo-6-chloroimidazo[1,2-b]pyridazine (1.06 g, 4.56 mmol), 3-(1,3,2-dioxaborinan-2-yl)pyridine (0.743 g, 4.56 mmol), dioxane (14 mL), and tetrakis(triphenylphosphine)palladium(0) (0.527 g, 0.456 mmol), and K3PO4 (2.90 g, 13.68 mmol) (2.0 M water solution) was stirred at room temperature for 5 min. under nitrogen. The resulting mixture was heated to 100° C. for 8 h in microwave. The reaction mixture was cooled to room temperature, quenched with wa... Reactants: CN1CCN(C2=NC(=O)C(=Cc3ccc4c(cnn4Cc4ccc(C#N)cc4C(F)(F)F)c3)S2)CC1, Cl, [Na+], [OH-]. Yields the product CN1CCN(C2=NC(=O)C(=Cc3ccc4c(cnn4Cc4ccc(C(N)=O)cc4C(F)(F)F)c3)S2)CC1. As a reaction SMILES: [CH3:1][N:2]1[CH2:3][CH2:4][N:5]([C:8]2=[N:12][C:11](=[O:13])[C:10](=[CH:14][c:15]3[cH:16][c:17]4[cH:18][n:19][n:20]([CH2:24][c:25]5[c:26]([C:33]([F:34])([F:35])[F:36])[cH:27][c:28]([C:29]#[N:30])[cH:31][cH:32]5)[c:21]4[cH:22][cH:23]3)[S:9]2)[CH2:6][CH2:7]1.[ClH:39].[Na+:38].[OH-:37]>>[CH3:1][N:2]1[CH2:3][CH2:4][N:5]([C:8]2=[N:12][C:11](=[O:13])[C:10](=[CH:14][c:15]3[cH:16][c:17]4[cH:18][n:19][n:20]([CH2:24][c:25]5[c:26]([C:33]([F:34])([F:35])[F:36])[cH:27][c:28]([C:29]([NH2:30])=[O:37])[cH:31][cH:32]5)[c:21]4[cH:22][cH:23]3)[S:9]2)[CH2:6][CH2:7]1. Starting materials: FC1=C(C=C(C=C1)C1=C(C(CC(C1)N1C(C=2C(C1=O)=CC=CC2)=O)(C)C)/C=C/[C@H]2C[C@@H](CC(O2)=O)O[Si](C2=CC=CC=C2)(C2=CC=CC=C2)C(C)(C)C)C (Trans-(E)-6-{2-{2-(4-fluoro-3-methylphenyl)-4-phthalimido-6,6-dimethylcyclohexen-1-yl}ethenyl}-4-(t-butyldiphenyl-silyloxy)-3,4.5,6-tetrahydro-2H-pyran-2-one), [F-].C(CCC)[N+](CCCC)(CCCC)CCCC (tetrabutylammonium fluoride). Run in CC(=O)O (HOAc). The product is FC1=C(C=C(C=C1)C1=C(C(CC(C1)N1C(C=2C(C1=O)=CC=CC2)=O)(C)C)/C=C/[C@H]2C[C@@H](CC(O2)=O)O)C (Trans-(E)-6-{2-{2-(4-fluoro-3-methylphenyl)-4-phthalimido-6,6-dimethylcyclohexen-1-yl}ethenyl}-4-hydroxy-3,4,5,6-tetrahydro-2H-pyran-2-one). As a reaction SMILES: [F:1][C:2]1[CH:7]=[CH:6][C:5]([C:8]2[CH2:13][CH:12]([N:14]3[C:18](=[O:19])[C:17]4=[CH:20][CH:21]=[CH:22][CH:23]=[C:16]4[C:15]3=[O:24])[CH2:11][C:10]([CH3:26])([CH3:25])[C:9]=2/[CH:27]=[CH:28]/[C@@H:29]2[O:34][C:33](=[O:35])[CH2:32][C@@H:31]([O:36][Si](C(C)(C)C)(C3C=CC=CC=3)C3C=CC=CC=3)[CH2:30]2)=[CH:4][C:3]=1[CH3:54].[F-].C([N+](CCCC)(CCCC)CCCC)CCC>CC(O)=O>[F:1][C:2]1[CH:7]=[CH:6][C:5]([C:8]2[CH2:13][CH:12]([N:14]3[C:15](=[O:24])[C:16]4=[CH:23][CH:22]=[CH:21][CH:20]=[C:17]4[C:18]3=[O:19])[CH2:11][C:10]([CH3:25])([CH3:26])[C:9]=2/[CH:27]=[CH:28]/[C@@H:29]2[O:34][C:33](=[O:35])[CH2:32][C@@H:31]([OH:36])[CH2:30]2)=[CH:4][C:3]=1[CH3:54] |f:1.2|. Procedure: In a manner similar to Scheme VIII, 44 (0.15 gm) was treated with tetrabutylammonium fluoride and HOAc and provided, after purification with SiO2 using 1:1 hexanes:EtOAc as eluent, 68 mg of the solid product.